Dataset: the Open Reaction Database (ORD), a public repository of structured organic reaction records. Task: describe an organic reaction: reactants, conditions, products, and yield Reactants: FC(C=1C=C(C=C(C1)C(F)(F)F)C1=NN(C=N1)\C=C/C(=O)NNC1=NC=CC=C1)(F)F ((Z)-3-(3-(3,5-bis(trifluoromethyl)phenyl)-1H-1,2,4-triazol-1-yl)-N′-(pyridin-2-yl)acrylohydrazide), Cl (HCl). Solvent: CCOCC (Et2O), O1CCOCC1 (1,4-dioxane). Run at temperature 5 celsius. Yields the product Cl.FC(C=1C=C(C=C(C1)C(F)(F)F)C1=NN(C=N1)\C=C/C(=O)NNC1=NC=CC=C1)(F)F ((Z)-3-(3-(3,5-bis(trifluoromethyl)phenyl)-1H-1,2,4-triazol-1-yl)-N′-(pyridin-2-yl)acrylohydrazide hydrochloride). The yield is 92.0%. As a reaction SMILES: [F:1][C:2]([F:31])([F:30])[C:3]1[CH:4]=[C:5]([C:13]2[N:17]=[CH:16][N:15](/[CH:18]=[CH:19]\[C:20]([NH:22][NH:23][C:24]3[CH:29]=[CH:28][CH:27]=[CH:26][N:25]=3)=[O:21])[N:14]=2)[CH:6]=[C:7]([C:9]([F:12])([F:11])[F:10])[CH:8]=1.[ClH:32]>CCOCC.O1CCOCC1>[ClH:32].[F:12][C:9]([F:10])([F:11])[C:7]1[CH:6]=[C:5]([C:13]2[N:17]=[CH:16][N:15](/[CH:18]=[CH:19]\[C:20]([NH:22][NH:23][C:24]3[CH:29]=[CH:28][CH:27]=[CH:26][N:25]=3)=[O:21])[N:14]=2)[CH:4]=[C:3]([C:2]([F:1])([F:30])[F:31])[CH:8]=1 |f:4.5|. Reported procedure: A 500-mL, 3-necked, round-bottomed flask was charged with a solution of (Z)-3-(3-(3,5-bis(trifluoromethyl)phenyl)-1H-1,2,4-triazol-1-yl)-N′-(pyridin-2-yl)acrylohydrazide (5.5 g) in Et2O (250 mL). The solution was cooled to 5° C., treated with HCl in 1,4-dioxane, allowed to warm to RT and stirred until completion, as shown by TLC analysis (about 1 h). The solids were filtered on a Büchner funnel, washed with Et2O and dried under vacuum to afford 5.5 g (yield: 92%) (Z)-3-(3-(3,5-bis(trifluoromethy... Starting materials: CC(C)(C)c1cc(-c2ccc(C=CCO)cc2)cc(C(C)(C)C)c1, CCOC(=O)C(Cc1ccc(O)cc1)OCC. The product is CCOC(=O)C(Cc1ccc(OCC=Cc2ccc(-c3cc(C(C)(C)C)cc(C(C)(C)C)c3)cc2)cc1)OCC. Reaction SMILES: [C:1]([CH3:2])([CH3:3])([CH3:4])[c:5]1[cH:6][c:7](-[c:15]2[cH:16][cH:17][c:18]([CH:21]=[CH:22][CH2:23][OH:24])[cH:19][cH:20]2)[cH:8][c:9]([C:11]([CH3:12])([CH3:13])[CH3:14])[cH:10]1.[CH2:25]([CH3:26])[O:27][CH:28]([C:29](=[O:30])[O:31][CH2:32][CH3:33])[CH2:34][c:35]1[cH:36][cH:37][c:38]([OH:41])[cH:39][cH:40]1>>[C:1]([CH3:2])([CH3:3])([CH3:4])[c:5]1[cH:6][c:7](-[c:15]2[cH:16][cH:17][c:18]([CH:21]=[CH:22][CH2:23][O:24][c:38]3[cH:37][cH:36][c:35]([CH2:34][CH:28]([O:27][CH2:25][CH3:26])[C:29](=[O:30])[O:31][CH2:32][CH3:33])[cH:40][cH:39]3)[cH:19][cH:20]2)[cH:8][c:9]([C:11]([CH3:12])([CH3:13])[CH3:14])[cH:10]1. Reactants: C(C1=CC=CC=C1)SC1=NN2C(N=C(C(=C2Cl)C)Cl)=N1 (2-benzylthio-5,7-dichloro-6-methyl-1,2,4-triazolo[1,5-a]pyrimidine). The reagents and catalysts are [Cu].[Zn] (zinc-copper couple). Yields the product C(C1=CC=CC=C1)SC1=NN2C(N=C(C(=C2)C)Cl)=N1 (2-benzylthio-5-chloro-6-methyl-1,2,4-triazolo[1,5-a]pyrimidine). The yield is 32.0%. As a reaction SMILES: [CH2:1]([S:8][C:9]1[N:20]=[C:12]2[N:13]=[C:14]([Cl:19])[C:15]([CH3:18])=[C:16](Cl)[N:11]2[N:10]=1)[C:2]1[CH:7]=[CH:6][CH:5]=[CH:4][CH:3]=1>[Cu].[Zn]>[CH2:1]([S:8][C:9]1[N:20]=[C:12]2[N:13]=[C:14]([Cl:19])[C:15]([CH3:18])=[CH:16][N:11]2[N:10]=1)[C:2]1[CH:3]=[CH:4][CH:5]=[CH:6][CH:7]=1 |f:1.2|. Procedure: This material was prepared in 32% yield by reduction of 2-benzylthio-5,7-dichloro-6-methyl-1,2,4-triazolo[1,5-a]pyrimidine with zinc-copper couple following the general procedure described in Example 21. The desired product was isolated as a solid, m.p. 179°-181° C. IR and 1H NMR spectra were in agreement with the assigned structure. Starting materials: O=C1CCC(=O)N1Br, O=c1[nH]c2ccc(Cl)c([N+](=O)[O-])c2[nH]c1=O, CN(C)C=O, O. The product is O=c1[nH]c2cc(Br)c(Cl)c([N+](=O)[O-])c2[nH]c1=O. RXN SMILES: [Br:17][N:18]1[C:19](=[O:20])[CH2:21][CH2:22][C:23]1=[O:24].[Cl:1][c:2]1[c:3]([N+:14](=[O:15])[O-:16])[c:4]2[nH:5][c:6](=[O:13])[c:7](=[O:12])[nH:8][c:9]2[cH:10][cH:11]1.[O:25]=[CH:26][N:27]([CH3:28])[CH3:29].[OH2:30]>>[Cl:1][c:2]1[c:3]([N+:14](=[O:15])[O-:16])[c:4]2[nH:5][c:6](=[O:13])[c:7](=[O:12])[nH:8][c:9]2[cH:10][c:11]1[Br:17]. Reactants: C(C1=CC=CC=C1)(=O)NC1=C(C=C(C=C1)[N+](=O)[O-])C (N-benzoyl 2-methyl-4-nitroaniline), [Sn](Cl)Cl (tin (II) chloride), N (ammonia). Solvent: C(C)(=O)OCC (ethyl acetate). Product: C(C1=CC=CC=C1)(=O)NC1=C(C=C(C=C1)N)C (N-benzoyl 2-methyl-4-aminoaniline). Isolated yield 39.9%. As a reaction SMILES: [C:1]([NH:9][C:10]1[CH:15]=[CH:14][C:13]([N+:16]([O-])=O)=[CH:12][C:11]=1[CH3:19])(=[O:8])[C:2]1[CH:7]=[CH:6][CH:5]=[CH:4][CH:3]=1.[Sn](Cl)Cl.N>C(OCC)(=O)C>[C:1]([NH:9][C:10]1[CH:15]=[CH:14][C:13]([NH2:16])=[CH:12][C:11]=1[CH3:19])(=[O:8])[C:2]1[CH:7]=[CH:6][CH:5]=[CH:4][CH:3]=1. Procedure details: A mixture of N-benzoyl 2-methyl-4-nitroaniline (2.93 g, 11.4 mmol) and tin (II) chloride (12.9 g, 57.2 mmol) were heated in ethyl acetate (100 ml) at reflux for 2 hours under an inert atmosphere. The reaction was allowed to cool to ambient temperature and concentrated aqueous ammonia (20 ml) was added. The reaction was filtered, the solid material was washed with ethyl acetate (3×30 ml) and then the combined organic layers were evaporated in vacuo. Drying of the resultant solid in vacuo, yielded... Reactants: O1CCOC12CCC(CC2)C2=CN(C1=CC=C(C=C21)C#N)CC (3-(1,4-Dioxa-spiro[4,5]dec-8-yl)-5-cyano-1-ethyl-indole), C(C)(C)Br (isopropylbromide). Product: O1CCOC12CCC(CC2)C2=CN(C1=CC=C(C=C21)C#N)C(C)C (3-(1,4-dioxa-spiro[4,5]dec-8-yl)-5-cyano-1-iso-propyl-indole). Isolated yield 62.0%. RXN SMILES: [O:1]1[C:5]2([CH2:10][CH2:9][CH:8]([C:11]3[C:19]4[C:14](=[CH:15][CH:16]=[C:17]([C:20]#[N:21])[CH:18]=4)[N:13]([CH2:22][CH3:23])[CH:12]=3)[CH2:7][CH2:6]2)[O:4][CH2:3][CH2:2]1.[CH:24](Br)(C)C>>[O:4]1[C:5]2([CH2:10][CH2:9][CH:8]([C:11]3[C:19]4[C:14](=[CH:15][CH:16]=[C:17]([C:20]#[N:21])[CH:18]=4)[N:13]([CH:22]([CH3:24])[CH3:23])[CH:12]=3)[CH2:7][CH2:6]2)[O:1][CH2:2][CH2:3]1. Procedure: This compound was prepared in the manner described above for intermediate 5b by replacing ethylbromide with isopropylbromide (10.2 g, 83 mmol) in 62% yield (6.44 g) as a white solid: mp 114.5-116° C.; MS EI m/e 324 (M+) Starting materials: polyphosphoric acid, C1(=CC=C(C=C1)NC1=C(C(=O)O)C=C(C(=C1)C(=O)O)NC1=CC=C(C=C1)C)C (2,5-bis(p-toluidino)terephthalic acid), O (water). The solvent is CO (methanol), CO (methanol). Conditions: temperature 80 celsius. The product is CC1=CC2=C(C=C1)NC3=CC4=C(C=C3C2=O)NC5=C(C4=O)C=C(C=C5)C (2,9-dimethylquinacridone). Yield: 83.9%. RXN SMILES: [C:1]1([CH3:28])[CH:6]=[CH:5][C:4]([NH:7][C:8]2[CH:16]=[C:15]([C:17]([OH:19])=O)[C:14]([NH:20][C:21]3[CH:26]=[CH:25][C:24]([CH3:27])=[CH:23][CH:22]=3)=[CH:13][C:9]=2[C:10](O)=[O:11])=[CH:3][CH:2]=1.O>CO>[CH3:27][C:24]1[CH:23]=[CH:22][C:21]2[NH:20][C:14]3[C:15]([C:17](=[O:19])[C:26]=2[CH:25]=1)=[CH:16][C:8]1[NH:7][C:4]2[CH:3]=[CH:2][C:1]([CH3:28])=[CH:6][C:5]=2[C:10](=[O:11])[C:9]=1[CH:13]=3. Reported procedure: To 200.0 g of polyphosphoric acid (118%) was added in portions with stirring at 80° C. 50.0 g (133 mmol) of 2,5-bis(p-toluidino)terephthalic acid. The stirred mixture was irradiated in the microwave oven for 2.0 minutes, during which time the temperature rose to 230° C. The reaction mixture was cooled to 150° C. and drowned in 400 g of methanol with vigorous stirring. The resultant methanol suspension was heated at reflux for one hour, cooled to 60° C., added to 800 g of water, and heated at 60°... The reactants are CCNCC, CCO, CCOC=C1C(=O)N(c2cccc(Cl)c2)c2ccccc21. Product: CCN(C=C1C(=O)N(c2cccc(Cl)c2)c2ccccc21)CC. As a reaction SMILES: [CH2:22]([CH3:23])[NH:24][CH2:25][CH3:26].[CH3:27][CH2:28][OH:29].[Cl:1][c:2]1[cH:3][c:4]([N:8]2[C:9](=[O:21])[C:10](=[CH:17][O:18][CH2:19][CH3:20])[c:11]3[cH:12][cH:13][cH:14][cH:15][c:16]32)[cH:5][cH:6][cH:7]1>>[Cl:1][c:2]1[cH:3][c:4]([N:8]2[C:9](=[O:21])[C:10](=[CH:17][N:24]([CH2:22][CH3:23])[CH2:25][CH3:26])[c:11]3[cH:12][cH:13][cH:14][cH:15][c:16]32)[cH:5][cH:6][cH:7]1. Starting materials: COC(=O)C=1SC(=C(C1)O)C(C)=O (5-acetyl-4-hydroxy-thiophene-2-carboxylic acid methyl ester), CC=1C=C(C=CC1)CCO (2-(3-methylphenyl)-ethanol), ester, Cl.COC(=O)C1(CC2=CC=CC=C2C1)N (2-amino-indane-2-carboxylic acid methyl ester hydrochloride), ester. Yields the product C(C)(=O)C1=C(C=C(S1)C(=O)NC1(CC2=CC=CC=C2C1)C(=O)O)OCCC=1C=C(C=CC1)C (2-{[5-Acetyl-4-(2-m-tolyl-ethoxy)-thiophene-2-carbonyl]-amino}-indane-2-carboxylic acid). As a reaction SMILES: CO[C:3]([C:5]1[S:6][C:7]([C:11](=[O:13])[CH3:12])=[C:8]([OH:10])[CH:9]=1)=[O:4].[CH3:14][C:15]1[CH:16]=[C:17]([CH2:21][CH2:22]O)[CH:18]=[CH:19][CH:20]=1.Cl.C[O:26][C:27]([C:29]1([NH2:38])[CH2:37][C:36]2[C:31](=[CH:32][CH:33]=[CH:34][CH:35]=2)[CH2:30]1)=[O:28]>>[C:11]([C:7]1[S:6][C:5]([C:3]([NH:38][C:29]2([C:27]([OH:28])=[O:26])[CH2:30][C:31]3[C:36](=[CH:35][CH:34]=[CH:33][CH:32]=3)[CH2:37]2)=[O:4])=[CH:9][C:8]=1[O:10][CH2:22][CH2:21][C:17]1[CH:16]=[C:15]([CH3:14])[CH:20]=[CH:19][CH:18]=1)(=[O:13])[CH3:12] |f:2.3|. Reported procedure: The title compound was synthesized by reaction of 5-acetyl-4-hydroxy-thiophene-2-carboxylic acid methyl ester with 2-(3-methylphenyl)-ethanol in analogy to step 1 of example 1, subsequent ester hydrolysis in analogy to example 2, reaction with 2-amino-indane-2-carboxylic acid methyl ester hydrochloride in analogy to step 1 of example 15, and ester hydrolysis in analogy to example 2. The reactants are C=O (formaldehyde), C1(=CC=CC2=CC=CC=C12)S(=O)(=O)O (naphthalenesulfonic acid), C1CCC2=NCCCN2CC1 (DBU), C1CCC2=NCCCN2CC1 (DBU). The solvent is O (water), O (water). Reaction conditions: time 25 hour. Yields the product aqueous solution, C1CCC2=NCCCN2CC1 (DBU), C1(=CC=CC2=CC=CC=C12)S(=O)(=O)O.C=O (naphthalenesulfonic acid formalin). The yield is 40.0%. Reaction SMILES: [C:1]1([S:11]([OH:14])(=[O:13])=[O:12])[C:10]2[C:5](=[CH:6][CH:7]=[CH:8][CH:9]=2)[CH:4]=[CH:3][CH:2]=1.[CH2:15]=[O:16].[CH2:17]1[CH2:27][CH2:26][N:25]2[C:20](=[N:21][CH2:22][CH2:23][CH2:24]2)[CH2:19][CH2:18]1>O>[CH2:17]1[CH2:27][CH2:26][N:25]2[C:20](=[N:21][CH2:22][CH2:23][CH2:24]2)[CH2:19][CH2:18]1.[C:1]1([S:11]([OH:14])(=[O:12])=[O:13])[C:10]2[C:5](=[CH:6][CH:7]=[CH:8][CH:9]=2)[CH:4]=[CH:3][CH:2]=1.[CH2:15]=[O:16] |f:5.6|. Procedure details: To a reaction vessel equipped with a stirrer and temperature controller were added 21 parts of naphthalenesulfonic acid and 10 parts of ultrapure water. While keeping the temperature of the system at 80 C under stirring, 8 parts of 37% formaldehyde was added dropwise over 3 hours. After completion of the dropwise addition, the reaction mixture was heated to 105 C and the reaction was continued for 25 hours. Thereafter, the reaction mixture was cooled to room temperature (ca. 25 C) and, while kee...